Dataset: the Open Reaction Database (ORD), a public repository of structured organic reaction records. Task: describe an organic reaction: reactants, conditions, products, and yield Starting materials: C(=O)([O-])[O-].[Na+].[Na+] (Na2CO3), COC(C1=CC(=C(C=C1)O)F)=O (3-fluoro-4-hydroxy-benzoic acid methyl ester), C(=O)([O-])[O-].[K+].[K+] (K2CO3), C(C)I (ethyliodide). Run in CCOC(=O)C (EtOAc), CN(C)C=O (DMF). The product is COC(C1=CC(=C(C=C1)OCC)F)=O (3-Fluoro-4-ethoxy benzoic acid methyl ester). Isolated yield 100.7%. As a reaction SMILES: [CH3:1][O:2][C:3](=[O:12])[C:4]1[CH:9]=[CH:8][C:7]([OH:10])=[C:6]([F:11])[CH:5]=1.C([O-])([O-])=O.[K+].[K+].[CH2:19](I)[CH3:20].C([O-])([O-])=O.[Na+].[Na+]>CN(C=O)C.CCOC(C)=O>[CH3:1][O:2][C:3](=[O:12])[C:4]1[CH:9]=[CH:8][C:7]([O:10][CH2:19][CH3:20])=[C:6]([F:11])[CH:5]=1 |f:1.2.3,5.6.7|. Reported procedure: A solution of 3-fluoro-4-hydroxy-benzoic acid methyl ester (1.5 g, 8.82 mmol), K2CO3 (2.43 g, 17.6 mmol) and ethyliodide (2.75 g, 17.6 mmol) in DMF (15 ml) was heated to 80° C. for 2 hrs. Addition of excess Na2CO3 and extraction with EtOAc followed by washing with satd. NaCl, then drying with Na2SO4 and evaporation afforded the title compound (1.76 g, 101% yield) as an orange oil. MS: m/e=170 (M+).